Dataset: the Open Reaction Database (ORD), a public repository of structured organic reaction records. Task: describe an organic reaction: reactants, conditions, products, and yield Reactants: O=C(c1ncc[nH]1)c1ncc[nH]1, CNC1CCCCC1N1CCCCC1, C1CCOC1, O=C(O)Cc1cccc2sccc12. Yields the product CN(C(=O)Cc1cccc2sccc12)C1CCCCC1N1CCCCC1. Reaction SMILES: [C:14]([c:15]1[nH:16][cH:17][cH:18][n:19]1)([c:20]1[nH:21][cH:22][cH:23][n:24]1)=[O:25].[CH3:26][NH:27][CH:28]1[CH:29]([N:34]2[CH2:35][CH2:36][CH2:37][CH2:38][CH2:39]2)[CH2:30][CH2:31][CH2:32][CH2:33]1.[O:40]1[CH2:41][CH2:42][CH2:43][CH2:44]1.[s:1]1[c:2]2[c:3]([cH:4][cH:5]1)[c:6]([CH2:10][C:11](=[O:12])[OH:13])[cH:7][cH:8][cH:9]2>>[s:1]1[c:2]2[c:3]([cH:4][cH:5]1)[c:6]([CH2:10][C:11](=[O:13])[N:27]([CH3:26])[CH:28]1[CH:29]([N:34]3[CH2:35][CH2:36][CH2:37][CH2:38][CH2:39]3)[CH2:30][CH2:31][CH2:32][CH2:33]1)[cH:7][cH:8][cH:9]2. Reactants: [OH-].[K+] (potassium hydroxide), S(O)(O)(=O)=O (sulphuric acid), CC1(CCOC2=CC=C(C=C12)/C(=C/C1=CC=C(C(=O)OCC)C=C1)/C)C (ethyl p-[(E)-2-(4,4-dimethyl-6-chromanyl)-propenyl]benzoate), ice water. The solvent is O (water), C(C)O (ethanol), C(C)O (ethanol). Reaction conditions: temperature 50 celsius, time 3 hour. Yields the product CC1(CCOC2=C1C=C(C=C2)/C(=C/C2=CC=C(C(=O)O)C=C2)/C)C (p-[(E)-2-(3,4-dihydro-4,4-dimethyl-2H-1-benzopyran-6-yl)propenyl]benzoic acid). The yield is 92.4%. As a reaction SMILES: [CH3:1][C:2]1([CH3:26])[C:11]2[C:6](=[CH:7][CH:8]=[C:9](/[C:12](/[CH3:25])=[CH:13]/[C:14]3[CH:24]=[CH:23][C:17]([C:18]([O:20]CC)=[O:19])=[CH:16][CH:15]=3)[CH:10]=2)[O:5][CH2:4][CH2:3]1.[OH-].[K+].S(=O)(=O)(O)O>C(O)C.O>[CH3:1][C:2]1([CH3:26])[C:11]2[CH:10]=[C:9](/[C:12](/[CH3:25])=[CH:13]/[C:14]3[CH:15]=[CH:16][C:17]([C:18]([OH:20])=[O:19])=[CH:23][CH:24]=3)[CH:8]=[CH:7][C:6]=2[O:5][CH2:4][CH2:3]1 |f:1.2|. Procedure: 4.0 g of ethyl p-[(E)-2-(4,4-dimethyl-6-chromanyl)-propenyl]benzoate were dissolved in 80 ml of ethanol and the solution obtained was treated with a solution of 5.6 g of potassium hydroxide in 20 ml of water and 20 ml of ethanol. After stirring at 50° C. for 3 hours, the mixture was cooled, poured into ice/water, acidified with 2N sulphuric acid and extracted repeatedly with ethyl acetate. The organic phase was washed with water, dried over sodium sulphate and evaporated. After recrystallization... Reactants: OO (hydrogen peroxide), COC=1C=CC(=NC1)C (5-methoxy-2-methylpyridine). Solvent: C(C)(=O)O (acetic acid). Conditions: time 3 hour. Product: COC=1C=CC(=[N+](C1)[O-])C (5-methoxy-2-methylpyridine 1-oxide). Isolated yield 77.0%. As a reaction SMILES: [OH:1]O.[CH3:3][O:4][C:5]1[CH:6]=[CH:7][C:8]([CH3:11])=[N:9][CH:10]=1>C(O)(=O)C>[CH3:3][O:4][C:5]1[CH:6]=[CH:7][C:8]([CH3:11])=[N+:9]([O-:1])[CH:10]=1. Procedure: 120 g of 30% strength hydrogen peroxide solution are added dropwise to a solution of 60.9 g of 5-methoxy-2-methylpyridine in 300 ml of glacial acetic acid at 60° C. in the course of 1 hour and the mixture is subsequently stirred for 3 hours. After destruction of excess per-compounds by addition of active manganese dioxide, the mixture is filtered, the filtrate is concentrated, the residue is clarified hot in 500 ml of ethyl acetate, the mixture is concentrated again and the residue is distilled ... Starting materials: CN(CC(COC1=C(C=CC=C1)CCCCC1=CC=CC2=CC=CC=C12)O)C (3-dimethylamino-1-{2-[4-(1-naphthyl) butyl]phenoxy}-2-propanol), Cl (hydrochloride), Sephadex. The product is Cl.CN(CC(COC1=C(C=CC=C1)CCCCC1=CC=CC2=CC=CC=C12)O)C (3-Dimethylamino-1-{2-[4-(1-naphthyl)butyl]phenoxy}-2-propanol hydrochloride). Yield: 60.0%. As a reaction SMILES: [CH3:1][N:2]([CH3:28])[CH2:3][CH:4]([OH:27])[CH2:5][O:6][C:7]1[CH:12]=[CH:11][CH:10]=[CH:9][C:8]=1[CH2:13][CH2:14][CH2:15][CH2:16][C:17]1[C:26]2[C:21](=[CH:22][CH:23]=[CH:24][CH:25]=2)[CH:20]=[CH:19][CH:18]=1.[ClH:29]>>[ClH:29].[CH3:28][N:2]([CH3:1])[CH2:3][CH:4]([OH:27])[CH2:5][O:6][C:7]1[CH:12]=[CH:11][CH:10]=[CH:9][C:8]=1[CH2:13][CH2:14][CH2:15][CH2:16][C:17]1[C:26]2[C:21](=[CH:22][CH:23]=[CH:24][CH:25]=2)[CH:20]=[CH:19][CH:18]=1 |f:2.3|. Procedure details: Following a procedure similar to that described in Example 17(c), 265 mg of 3-dimethylamino-1-{2-[4-(1-naphthyl) butyl]phenoxy}-2-propanol [prepared as described in step (b) above] were converted the hydrochloride by passing it through a column packed with CM Sephadex C-25 (H+ type), to give 200 mg (yield 60%) of the title compound as a colorless oil. Reactants: C(C)OC(=O)C1=CC=C(C=C1)C1=C(N=C2N1N=CC=C2N2CCOCC2)C2CN(C2)C(=O)OC(C)(C)C (tert-Butyl 3-(3-(4-(ethoxycarbonyl)phenyl)-8-morpholinoimidazo[1,2-b]pyridazin-2-yl)azetidine-1-carboxylate), C(=O)(C(F)(F)F)O (TFA). Solvent: C(Cl)Cl (DCM). Run at time 1 hour. Yields the product FC(C(=O)O)(F)F.N1CC(C1)C=1C=C2N(N=CC=C2N2CCOCC2)C1C1=CC=C(C(=O)OCC)C=C1 (ethyl 4-(6-(azetidin-3-yl)-4-morpholinopyrrolo[1,2-b]pyridazin-7-yl)benzoate trifluoro acetic acid salt). Reaction SMILES: [CH2:1]([O:3][C:4]([C:6]1[CH:11]=[CH:10][C:9]([C:12]2[N:16]3[N:17]=[CH:18][CH:19]=[C:20]([N:21]4[CH2:26][CH2:25][O:24][CH2:23][CH2:22]4)[C:15]3=N[C:13]=2[CH:27]2[CH2:30][N:29](C(OC(C)(C)C)=O)[CH2:28]2)=[CH:8][CH:7]=1)=[O:5])[CH3:2].[C:38]([OH:44])([C:40]([F:43])([F:42])[F:41])=[O:39]>C(Cl)Cl>[F:41][C:40]([F:43])([F:42])[C:38]([OH:44])=[O:39].[NH:29]1[CH2:28][CH:27]([C:13]2[CH:38]=[C:15]3[C:20]([N:21]4[CH2:22][CH2:23][O:24][CH2:25][CH2:26]4)=[CH:19][CH:18]=[N:17][N:16]3[C:12]=2[C:9]2[CH:8]=[CH:7][C:6]([C:4]([O:3][CH2:1][CH3:2])=[O:5])=[CH:11][CH:10]=2)[CH2:30]1 |f:3.4|. Procedure details: To a solution of compound 19e (170 mg, 0.335 mmol) in DCM (2 mL), TFA (2 mL) was added. The resulting mixture was stirred at rt for 1 h and concentrated. The resulting residue was dried in vacuo for 4 h and suspended in ether. The mixture was concentrated and the resulting residue was dried in vacuo overnight to obtain ethyl 4-(6-(azetidin-3-yl)-4-morpholinopyrrolo[1,2-b]pyridazin-7-yl)benzoate trifluoro acetic acid salt (19g), which was used without further purification in the next step. The solvent is O (water), CC(=O)C (acetone). RXN SMILES: C(Cl)C=C(C)C.[OH-:7].[Na+].[CH3:9][CH2:10][CH2:11][CH2:12][CH2:13][CH2:14][CH2:15][CH2:16]CC.[Cl-].[Na+]>[Cl-].C([N+](C)(C)C)CCCCCCCCCCC.O.CC(C)=O>[CH3:9][CH2:10][C:11](=[O:7])[CH:12]=[CH:13][CH2:14][CH2:15][CH3:16] |f:1.2,4.5,6.7|. Reactants: resultant solution, C(C=C(C)C)Cl (prenyl chloride), [Cl-].[Na+] (sodium chloride), [OH-].[Na+] (caustic soda), CCCCCCCCCC (n-decane). Yields the product CCC(C=CCCC)=O (Methyl heptenone). Yield: 51.0%. Procedure details: By using the same reaction vessel as used in Example 1, 10.45 g of prenyl chloride, 34.8 ml of acetone, 20.3 g of a 65 % aqueous caustic soda solution, 5 ml of n-decane and 0.264 g of lauryl trimethylammonium chloride were added into the vessel, and then the mixture was allowed to react for 12 hours at 30°C. with vigorous stirring. After the reaction was completed, 40 ml of water was added to the resultant solution to dissolve the sodium chloride. Methyl heptenone was produced as determined by u... Reagents/catalysts: [Cl-].C(CCCCCCCCCCC)[N+](C)(C)C (lauryl trimethylammonium chloride). The reactants are O=C1CCCN(C2=C1C=CC=C2)C(=O)C2=CC=C(NC(C1=C(C=CC=C1)OC(C)C)=O)C=C2 (4'-[(5-oxo-2,3,4,5-tetrahydro-1H-1-benzazepin-1-yl)carbonyl]-2-isopropoxybenzanilide), O (water), BrBr (bromine), BrBr (bromine). The solvent is C(Cl)(Cl)Cl (chloroform), C(Cl)(Cl)Cl (chloroform). Run at time 20 hour. The product is C(C)(C)OC1=C(C(=O)NC2=CC=CC=C2)C=CC=C1 (2-isopropoxybenzanilide). RXN SMILES: BrBr.O=C1C2C=CC=CC=2N(C([C:17]2[CH:35]=[CH:34][C:20]([NH:21][C:22](=[O:33])[C:23]3[CH:28]=[CH:27][CH:26]=[CH:25][C:24]=3[O:29][CH:30]([CH3:32])[CH3:31])=[CH:19][CH:18]=2)=O)CCC1.O>C(Cl)(Cl)Cl>[CH:30]([O:29][C:24]1[CH:25]=[CH:26][CH:27]=[CH:28][C:23]=1[C:22]([NH:21][C:20]1[CH:19]=[CH:18][CH:17]=[CH:35][CH:34]=1)=[O:33])([CH3:32])[CH3:31]. Procedure: A 1.32 g portion of bromine dissolved in 6.6 ml of chloroform was dropwise added gradually (spending about 60 minutes) to 36 ml of chloroform solution containing 3.55 g of 4'-[(5-oxo-2,3,4,5-tetrahydro-1H-1-benzazepin-1-yl)carbonyl]-2-isopropoxybenzanilide at room temperature. When disappearance of the color of bromine was confirmed, the reaction solution was washed with a saturated sodium bicarbonate aqueous solution. The resulting organic layer was dried over anhydrous magnesium sulfate, conce...